This data is from the Open Reaction Database (ORD), a public repository of structured organic reaction records. The task is: describe an organic reaction: reactants, conditions, products, and yield Starting materials: CS(C)=O, CI, CC(C)S(=O)(=O)n1c(N)nc2ccc(C(=CC(=O)O)c3ccccc3)cc21, [H-], [Na+], O. Product: COC(=O)C=C(c1ccccc1)c1ccc2nc(N)n(S(=O)(=O)C(C)C)c2c1. RXN SMILES: [CH3:28][S:29]([CH3:30])=[O:31].[CH3:34][I:35].[CH:1]([CH3:2])([CH3:3])[S:4](=[O:5])(=[O:6])[n:7]1[c:8]([NH2:27])[n:9][c:10]2[c:11]1[cH:12][c:13]([C:16]([c:17]1[cH:18][cH:19][cH:20][cH:21][cH:22]1)=[CH:23][C:24](=[O:25])[OH:26])[cH:14][cH:15]2.[H-:32].[Na+:33].[OH2:36]>>[CH:1]([CH3:2])([CH3:3])[S:4](=[O:5])(=[O:6])[n:7]1[c:8]([NH2:27])[n:9][c:10]2[c:11]1[cH:12][c:13]([C:16]([c:17]1[cH:18][cH:19][cH:20][cH:21][cH:22]1)=[CH:23][C:24](=[O:25])[O:26][CH3:28])[cH:14][cH:15]2.